From a dataset of the Open Reaction Database (ORD), a public repository of structured organic reaction records. describe an organic reaction: reactants, conditions, products, and yield Reactants: NC1=C(C=C(C(=N1)OC)C(=O)NCC1CCN(CC1)C(=O)OC(C)(C)C)Cl (1,1-dimethylethyl 4-[({[6-amino-5-chloro-2-(methyloxy)-3-pyridinyl]carbonyl}amino)methyl]-1-piperidinecarboxylate). Solvent: Cl (hydrochloric acid). Conditions: time 12 hour. Yields the product Cl.Cl.NC1=C(C=C(C(N1)=O)C(=O)NCC1CCNCC1)Cl (6-Amino-5-chloro-2-oxo-N-(4-piperidinylmethyl)-1,2-dihydro-3-pyridinecarboxamide dihydrochloride). The yield is 262.1%. Reaction SMILES: [NH2:1][C:2]1[N:7]=[C:6]([O:8]C)[C:5]([C:10]([NH:12][CH2:13][CH:14]2[CH2:19][CH2:18][N:17](C(OC(C)(C)C)=O)[CH2:16][CH2:15]2)=[O:11])=[CH:4][C:3]=1[Cl:27]>Cl>[ClH:27].[ClH:27].[NH2:1][C:2]1[NH:7][C:6](=[O:8])[C:5]([C:10]([NH:12][CH2:13][CH:14]2[CH2:19][CH2:18][NH:17][CH2:16][CH2:15]2)=[O:11])=[CH:4][C:3]=1[Cl:27] |f:2.3.4|. Procedure: A suspension of 1,1-dimethylethyl 4-[({[6-amino-5-chloro-2-(methyloxy)-3-pyridinyl]carbonyl}amino)methyl]-1-piperidinecarboxylate (step 1, 350 mg, 0.88 mmol) in aqueous 2 N hydrochloric acid (20 ml) was refluxed with stirring for 12 h. After cooling to room temperature, the solvent was removed in vacuo. The residue was crystallized from methanol/diisopropyl ether to give 275 mg (88%) of the title compound as a gray powder. Isolated yield 91.0%. Reactants: ICC (Iodoethane), ClC=1C(=C(C=O)C=CC1)O (3-chloro-2-hydroxy-benzaldehyde), C(=O)([O-])[O-].[K+].[K+] (K2CO3), CN(C)C=O (DMF). Reaction SMILES: I[CH2:2][CH3:3].[Cl:4][C:5]1[C:6]([OH:13])=[C:7]([CH:10]=[CH:11][CH:12]=1)[CH:8]=O.C([O-])([O-])=O.[K+].[K+].[CH3:20][N:21](C=O)C>>[Cl:4][C:5]1[C:6]([O:13][CH2:2][CH3:3])=[C:7]([CH:10]=[CH:11][CH:12]=1)[CH2:8][CH2:20][NH2:21] |f:2.3.4|. The product is ClC=1C(=C(CCN)C=CC1)OCC ((3-Choro-2-ethoxy-benzyl)methylamine). Procedure details: Iodoethane (1.54 mL, 19.2 mmol) was added to a stirring solution of 3-chloro-2-hydroxy-benzaldehyde (2.01 g, 12.8 mmol) and K2CO3 (3.90 g, 28.2 mmol) in DMF (25 mL). The mixture was heated to 50° C. and stirred for 2.5 h. The heat was removed and reaction stirred at room temperature for 18 h. The reaction was quenched with H2O (70 mL). The mixture was extracted with EtOAc (3×50 mL). The combined organics were washed with brine (2×50 mL), dried over Na2SO4, filtered and concentrated to yield the ... Run at temperature 50 celsius, time 2.5 hour. The reactants are BrC1=CN=C2N1C=C(C(=N2)C)F (3-Bromo-6-fluoro-7-methylimidazo[1,2-α]pyrimidine), FC1=C(C=C(C=C1)B1OC(C(O1)(C)C)(C)C)C=1C(=CC=CC1)C#N (2′-fluoro-5′-(4,4,5,5-tetramethyl[1,3,2]dioxaborolan-2-yl)biphenyl-2-carbonitrile). Yields the product FC1=C(C=C(C=C1)C1=CN=C2N1C=C(C(=N2)C)F)C=2C(=CC=CC2)C#N (2′-fluoro-5′-(6-fluoro-7-methylimidazo[1,2-α]pyrimidin-3-yl)biphenyl-2-carbonitrile). Isolated yield 58.0%. RXN SMILES: Br[C:2]1[N:6]2[CH:7]=[C:8]([F:12])[C:9]([CH3:11])=[N:10][C:5]2=[N:4][CH:3]=1.[F:13][C:14]1[CH:19]=[CH:18][C:17](B2OC(C)(C)C(C)(C)O2)=[CH:16][C:15]=1[C:29]1[C:30]([C:35]#[N:36])=[CH:31][CH:32]=[CH:33][CH:34]=1>>[F:13][C:14]1[CH:19]=[CH:18][C:17]([C:2]2[N:6]3[CH:7]=[C:8]([F:12])[C:9]([CH3:11])=[N:10][C:5]3=[N:4][CH:3]=2)=[CH:16][C:15]=1[C:29]1[C:30]([C:35]#[N:36])=[CH:31][CH:32]=[CH:33][CH:34]=1. Procedure: 3-Bromo-6-fluoro-7-methylimidazo[1,2-α]pyrimidine (24 mg, 0.50 mmol) was coupled with 2′-fluoro-5′-(4,4,5,5-tetramethyl[1,3,2]dioxaborolan-2-yl)biphenyl-2-carbonitrile as described in Example 1 to give 2′-fluoro-5′-(6-fluoro-7-methylimidazo[1,2-α]pyrimidin-3-yl)biphenyl-2-carbonitrile (21 mg, 58%) as a white powder: δH (400 MHz, CDCl3) 2.67 (3H, d, J 3), 7.39-7.43 (1H, m), 7.53-7.62 (4H, m), 7.69-7.74 (1H, m), 7.84 (1H, d, J 1), 7.86 (1H, s), 8.67 (1H, d, J 5); m/z (ES+) 347 (M++H). The reactants are C(=C)N1C(CCC1)=O.CN(C)CCCC=C(C(=O)N)C (vinylpyrrolidone dimethylaminopropylmethacrylamide), CC(=C)C(=O)NCCC[N+](C)(C)C.C=CN1CCCC1=O.[Cl-] (GAFQUAT HS 100), methacryloyloxy(C1-C4)alkyltri(C1-C4)alkylammonium. Yields the product C(C=C)(=O)OCCN(C)C (dimethylaminoethyl acrylate). As a reaction SMILES: [CH:1]([N:3]1[CH2:7][CH2:6]C[C:4]1=O)=C.CN(CCCC=[C:16]([CH3:20])[C:17](N)=[O:18])C.CC(C(NCCC[N+](C)(C)C)=[O:25])=C.C=CN1C(=O)CCC1.[Cl-]>>[C:17]([O:25][CH2:6][CH2:7][N:3]([CH3:1])[CH3:4])(=[O:18])[CH:16]=[CH2:20] |f:0.1,2.3.4|. Reported procedure: quaternized vinylpyrrolidone/dimethylaminopropylmethacrylamide copolymers such as the product sold under the name GAFQUAT HS 100 by the company ISP, and crosslinked polymers of methacryloyloxy(C1-C4)alkyltri(C1-C4)alkylammonium salts such as the polymers obtained by homopolymerization of dimethylaminoethyl acrylate quaternized with methyl chloride, or by copolymerization of acrylamide with dimethylaminoethyl acrylate quaternized with methyl chloride, the homo- or copolymerization being followed ... Starting materials: [Al+3].[Cl-].[Cl-].[Cl-] (AlCl3), [NH4+].[Cl-] (NH4Cl), C(CC)C=1C(=C(C2=C(C(=NO2)C(F)(F)F)C1)CCC)OC(C(=O)OC)(C)C (methyl 2-[(5,7-dipropyl-3-trifluoromethyl-1,2-benzisoxazol-6-yl)oxy]-2-methylpropionate). Run in C1(=CC=CC=C1)C (toluene), C1(=CC=CC=C1)C (toluene). Conditions: time 3 hour. Product: C(CC)C=1C(=C(C2=C(C(=NO2)C(F)(F)F)C1)CCC)OC(C(=O)N)(C)C (2-[(5,7-dipropyl-3-trifluoromethyl-1,2-benzisoxazol-6-yl)oxy]-2-methylpropionamide). RXN SMILES: [NH4+:1].[Cl-].[Al+3].[Cl-].[Cl-].[Cl-].[CH2:7]([C:10]1[C:11]([O:26][C:27]([CH3:33])([CH3:32])[C:28](OC)=[O:29])=[C:12]([CH2:23][CH2:24][CH3:25])[C:13]2[O:17][N:16]=[C:15]([C:18]([F:21])([F:20])[F:19])[C:14]=2[CH:22]=1)[CH2:8][CH3:9]>C1(C)C=CC=CC=1>[CH2:7]([C:10]1[C:11]([O:26][C:27]([CH3:33])([CH3:32])[C:28]([NH2:1])=[O:29])=[C:12]([CH2:23][CH2:24][CH3:25])[C:13]2[O:17][N:16]=[C:15]([C:18]([F:21])([F:20])[F:19])[C:14]=2[CH:22]=1)[CH2:8][CH3:9] |f:0.1,2.3.4.5|. Reported procedure: To a suspension of NH4Cl (86 mg) in toluene (10 mL) at room temperature was added AlCl3 (2.0 M, 0.8 mL) dropwise. The reaction was stirred for 3 h. The resultant clear solution was transferred to a solution of methyl 2-[(5,7-dipropyl-3-trifluoromethyl-1,2-benzisoxazol-6-yl)oxy]-2-methylpropionate (200 mg) in toluene (5 mL). The reaction was stirred at 80° C. overnight, cooled to room temperature, and then partitioned between EtOAc and 1.0 N aqueous HCl solution. The organic phase was washed with... Procedure: 81 mg (95%) of target compound was obtained by using a method same as in Example 1 by using 3-(1-tert-butyl-5-(thiophene-2-yl)-1H-pyrazol-3-yl)propanal (50 mg, 0.191 mmol), 1-phenylpiperazine (0.029 mL, 0.191 mmol), DIPEA (0.050 mL, 0.287 mmol) and NaBH(OAc)3 (121 mg, 0.573 mmol). Reactants: C(C)(C)(C)N1N=C(C=C1C=1SC=CC1)CCC=O (3-(1-tert-butyl-5-(thiophene-2-yl)-1H-pyrazol-3-yl)propanal), [BH-](OC(=O)C)(OC(=O)C)OC(=O)C.[Na+] (NaBH(OAc)3), C1(=CC=CC=C1)N1CCNCC1 (1-phenylpiperazine), CCN(C(C)C)C(C)C (DIPEA). As a reaction SMILES: [C:1]([N:5]1[C:9]([C:10]2[S:11][CH:12]=[CH:13][CH:14]=2)=[CH:8][C:7]([CH2:15][CH2:16][CH:17]=O)=[N:6]1)([CH3:4])([CH3:3])[CH3:2].[C:19]1([N:25]2[CH2:30][CH2:29][NH:28][CH2:27][CH2:26]2)[CH:24]=[CH:23][CH:22]=[CH:21][CH:20]=1.CCN(C(C)C)C(C)C.[BH-](OC(C)=O)(OC(C)=O)OC(C)=O.[Na+]>>[C:1]([N:5]1[C:9]([C:10]2[S:11][CH:12]=[CH:13][CH:14]=2)=[CH:8][C:7]([CH2:15][CH2:16][CH2:17][N:28]2[CH2:29][CH2:30][N:25]([C:19]3[CH:24]=[CH:23][CH:22]=[CH:21][CH:20]=3)[CH2:26][CH2:27]2)=[N:6]1)([CH3:4])([CH3:3])[CH3:2] |f:3.4|. Yields the product C(C)(C)(C)N1N=C(C=C1C=1SC=CC1)CCCN1CCN(CC1)C1=CC=CC=C1 (1-(3-(1-tert-butyl-5-(thiophene-2-yl)-1H-pyrazol-3-yl)propyl)-4-phenylpiperazine). Reactants: CN1C(=O)C=CC1=O, COc1cccc(N)c1, CC(C)=O, [Cl-], Cl, O=N[O-], [Na+], O, O, O, c1ccccc1. The product is COc1cccc(C2=CC(=O)N(C)C2=O)c1. Reaction SMILES: [CH3:14][N:15]1[C:16](=[O:21])[CH:17]=[CH:18][C:19]1=[O:20].[CH3:1][O:2][c:3]1[cH:4][c:5]([NH2:9])[cH:6][cH:7][cH:8]1.[CH3:27][C:28](=[O:29])[CH3:30].[Cl-:24].[ClH:25].[N:10]([O-:11])=[O:12].[Na+:13].[OH2:22].[OH2:23].[OH2:26].[cH:31]1[cH:32][cH:33][cH:34][cH:35][cH:36]1>>[CH3:1][O:2][c:3]1[cH:4][c:5]([C:17]2=[CH:18][C:19](=[O:20])[N:15]([CH3:14])[C:16]2=[O:21])[cH:6][cH:7][cH:8]1. Starting materials: O=C1Cc2c(cccc2-c2ccc(Br)cc2)N1, CCN(CC)CCNC(=O)c1c(C)[nH]c(C=O)c1C, C1CCNCC1, CCO. The product is CCN(CC)CCNC(=O)c1c(C)[nH]c(C=C2C(=O)Nc3cccc(-c4ccc(Br)cc4)c32)c1C. As a reaction SMILES: [Br:1][c:2]1[cH:3][cH:4][c:5](-[c:8]2[c:9]3[c:13]([cH:14][cH:15][cH:16]2)[NH:12][C:11](=[O:17])[CH2:10]3)[cH:6][cH:7]1.[CH2:18]([CH3:19])[N:20]([CH2:21][CH2:22][NH:23][C:24](=[O:25])[c:26]1[c:27]([CH3:34])[nH:28][c:29]([CH:32]=[O:33])[c:30]1[CH3:31])[CH2:35][CH3:36].[CH2:37]1[CH2:38][CH2:39][NH:40][CH2:41][CH2:42]1.[CH3:43][CH2:44][OH:45]>>[Br:1][c:2]1[cH:3][cH:4][c:5](-[c:8]2[c:9]3[c:13]([cH:14][cH:15][cH:16]2)[NH:12][C:11](=[O:17])[C:10]3=[CH:32][c:29]2[nH:28][c:27]([CH3:34])[c:26]([C:24]([NH:23][CH2:22][CH2:21][N:20]([CH2:18][CH3:19])[CH2:35][CH3:36])=[O:25])[c:30]2[CH3:31])[cH:6][cH:7]1. Reactants: CCCCI, CCCNC1CSc2sccc2C1, Cc1ccccc1, Cl, [Na+], [Na+], O=C([O-])[O-], O. Yields the product CCCCN(CCC)C1CSc2sccc2C1, Cl. As a reaction SMILES: [CH2:21]([CH2:22][CH2:23][CH3:24])[I:25].[CH2:2]([CH2:3][CH3:4])[NH:5][CH:6]1[CH2:7][c:8]2[c:9]([s:12][cH:13][cH:14]2)[S:10][CH2:11]1.[CH3:26][c:27]1[cH:28][cH:29][cH:30][cH:31][cH:32]1.[ClH:1].[Na+:15].[Na+:16].[O-:17][C:18](=[O:19])[O-:20].[OH2:33]>>[CH2:2]([CH2:3][CH3:4])[N:5]([CH:6]1[CH2:7][c:8]2[c:9]([s:12][cH:13][cH:14]2)[S:10][CH2:11]1)[CH2:21][CH2:22][CH2:23][CH3:24].[ClH:1].